From a dataset of the Open Reaction Database (ORD), a public repository of structured organic reaction records. describe an organic reaction: reactants, conditions, products, and yield Starting materials: N[C@@H](CCC(N)=O)C(=O)O (L-glutamine), O (water), FC1=C(C=CC=C1)C=CC(=O)ON1C(CCC1=O)=O (2,5-dioxopyrrolidin-1-yl 3-(2-fluorophenyl)acrylate), C(O)([O-])=O.[Na+] (sodium hydrogencarbonate). Run in O1CCOCC1 (dioxane). The product is FC1=C(C=CC=C1)C=CC(=O)N[C@@H](CCC(N)=O)C(=O)O (Nα-[3-(2-Fluorophenyl)acryloyl)-L-Glutamine). Yield: 57.1%. As a reaction SMILES: [NH2:1][C@H:2]([C:8]([OH:10])=[O:9])[CH2:3][CH2:4][C:5](=[O:7])[NH2:6].[F:11][C:12]1[CH:17]=[CH:16][CH:15]=[CH:14][C:13]=1[CH:18]=[CH:19][C:20](ON1C(=O)CCC1=O)=[O:21].C(=O)([O-])O.[Na+].O>O1CCOCC1>[F:11][C:12]1[CH:17]=[CH:16][CH:15]=[CH:14][C:13]=1[CH:18]=[CH:19][C:20]([NH:1][C@H:2]([C:8]([OH:10])=[O:9])[CH2:3][CH2:4][C:5](=[O:7])[NH2:6])=[O:21] |f:2.3|. Procedure details: The same procedures as in Example 129 were carried out from L-glutamine (2.0 g), 2,5-dioxopyrrolidin-1-yl 3-(2-fluorophenyl)acrylate (3.6 g), sodium hydrogencarbonate (1.2 g), water (60 mL), and dioxane (160 mL), to give the captioned compound (2.3 g, 58%) as crystals. Reactants: S(O)(O)(=O)=O (sulphuric acid), S(O)(O)(=O)=O (sulphuric acid), N(=O)[O-].[Na+] (sodium nitrite), NC=1C=C(C(=O)OC)C(=CC1)C (methyl 3-amino-6-methylbenzoate), S(O)(O)(=O)=O (sulphuric acid), C(C)OCC (ethyl ether). Solvent: O (water), CO (methanol), O (water), C1CCOC1 (THF), O (water). Run at time 20 minute. Yields the product OC=1C=C(C(=O)OC)C(=CC1)C (Methyl 3-Hydroxy-6-methylbenzoate). Reaction SMILES: N[C:2]1[CH:3]=[C:4]([C:9]([CH3:12])=[CH:10][CH:11]=1)[C:5]([O:7][CH3:8])=[O:6].S(=O)(=O)(O)[OH:14].N([O-])=O.[Na+].C(OCC)C>C1COCC1.O.CO>[OH:14][C:2]1[CH:3]=[C:4]([C:9]([CH3:12])=[CH:10][CH:11]=1)[C:5]([O:7][CH3:8])=[O:6] |f:2.3|. Procedure: 4.6 g (28 mmol) of methyl 3-amino-6-methylbenzoate are dissolved in 50 ml of THF and 50 ml of 1M sulphuric acid and then the reaction medium is cooled to 0° C. A solution of sodium nitrite (2.3 g, 33.6 mmol) in 10 ml of water is then added dropwise and then the medium is stirred for 20 minutes. 15 ml of pure sulphuric acid are then added and the reaction medium is heated under reflux for 2 hours, poured into 500 ml of water and extracted with ethyl ether. The organic phases are dried, concentrat... Starting materials: Clc1nc(Cl)c2cc[nH]c2n1, ClCCl, O=C1CCC(=O)N1I. Yields the product Clc1nc(Cl)c2c(I)c[nH]c2n1. As a reaction SMILES: [Cl:1][c:2]1[n:3][c:4]([Cl:11])[c:5]2[c:6]([n:7]1)[nH:8][cH:9][cH:10]2.[Cl:20][CH2:21][Cl:22].[O:12]=[C:13]1[N:14]([I:19])[C:15](=[O:16])[CH2:17][CH2:18]1>>[Cl:1][c:2]1[n:3][c:4]([Cl:11])[c:5]2[c:6]([n:7]1)[nH:8][cH:9][c:10]2[I:19]. The reactants are NC1=C2C(C(=CN(C2=C(C(=C1F)F)OC)C)C(=O)OCC)=O (ethyl 5-amino-1-methyl-6,7-difluoro-1,4-dihydro-8-methoxy-4-oxoquinoline-3-carboxylate), [OH-].[Na+] (NaOH). The solvent is CCO (EtOH). Yields the product NC1=C2C(C(=CN(C2=C(C(=C1F)F)OC)C)C(=O)O)=O (5-amino-1-methyl-6,7-difluoro-1,4-dihydro-8-methoxy-4-oxoquinoline-3-carboxylic acid). The yield is 97.4%. As a reaction SMILES: [NH2:1][C:2]1[C:11]([F:12])=[C:10]([F:13])[C:9]([O:14][CH3:15])=[C:8]2[C:3]=1[C:4](=[O:22])[C:5]([C:17]([O:19]CC)=[O:18])=[CH:6][N:7]2[CH3:16].[OH-].[Na+]>CCO>[NH2:1][C:2]1[C:11]([F:12])=[C:10]([F:13])[C:9]([O:14][CH3:15])=[C:8]2[C:3]=1[C:4](=[O:22])[C:5]([C:17]([OH:19])=[O:18])=[CH:6][N:7]2[CH3:16] |f:1.2|. Procedure details: A solution of ethyl 5-amino-1-methyl-6,7-difluoro-1,4-dihydro-8-methoxy-4-oxoquinoline-3-carboxylate (203 mg, 0.650 mmol) and 1M aq. NaOH (2 mL) in EtOH (5 mL) was stirred at 50° C. for 1 h. The solvent was removed and the residue was dissolved in water. The solution was acidified to pH 7 with 2M HCl and the resulting precipitate was removed by filtration, washed with water, and dried to yield 5-amino-1-methyl-6,7-difluoro-1,4-dihydro-8-methoxy-4-oxoquinoline-3-carboxylic acid (180 mg, 97%) as a... Starting materials: Br.N=1C(CN2C1C=CC=C2)=O (imidazo[1,2-a]pyridin-2-one hydrobromide salt), CC1=CC=CC=2SC=C(C21)C=O (4-methyl-benzo[b]thiophene-3-carbaldehyde). Run in C(C)O (ethanol). Conditions: time 48 hour. The product is CC1=CC=CC=2SC=C(C21)C=C2C(N=C1N2C=CC=C1)=O (3-(4-Methyl-benzo[b]thiophen-3-ylmethylene)-imidazo[1,2-a]pyridin-2-one). As a reaction SMILES: Br.[N:2]1[C:3](=[O:11])[CH2:4][N:5]2[CH:10]=[CH:9][CH:8]=[CH:7][C:6]=12.[CH3:12][C:13]1[C:21]2[C:20]([CH:22]=O)=[CH:19][S:18][C:17]=2[CH:16]=[CH:15][CH:14]=1>C(O)C>[CH3:12][C:13]1[C:21]2[C:20]([CH:22]=[C:4]3[N:5]4[CH:10]=[CH:9][CH:8]=[CH:7][C:6]4=[N:2][C:3]3=[O:11])=[CH:19][S:18][C:17]=2[CH:16]=[CH:15][CH:14]=1 |f:0.1|. Reported procedure: A mixture of 1.6 g (7.4 mmol) of imidazo[1,2-a]pyridin-2-one hydrobromide salt and 1.2 g (6.7 mmol) of 4-methyl-benzo[b]thiophene-3-carbaldehyde in 40 mL of ethanol is heated at reflux for 1 h and then cooled to room temperature. The precipitate is collected. The isolated solid is suspended in 40 mL of 2M potassium carbonate solution and the resulting mixture is stirred for 48 h at room temperature. The solid is collected and washed with water to give the desired compound.